This data is from the Open Reaction Database (ORD), a public repository of structured organic reaction records. The task is: describe an organic reaction: reactants, conditions, products, and yield Reactants: [C-]#N.C(C)[Al+]CC (diethylaluminium cyanide), imine, CC(CC\C=N\[S@@](=O)C1=CC=C(C=C1)C)(C)C1=CC=CC=C1 ((S)-4-methyl-benzenesulfinic acid [4-methyl-4-phenyl-pent-(E)-ylidene]-amide), [Cl-].[NH4+] (ammonium chloride), C(C)(C)O (isopropanol). Solvent: O1CCCC1 (tetrahydrofuran), O1CCCC1 (tetrahydrofuran). Reaction conditions: temperature -78 celsius, time 30 minute. Yields the product C(#N)[C@H](CCC(C)(C1=CC=CC=C1)C)N[S@@](=O)C1=CC=C(C=C1)C ((S)-4-methyl-benzenesulfinic acid ((S)-1-cyano-4-methyl-4-phenyl-pentyl)-amide). Isolated yield 43.0%. Reaction SMILES: [CH3:1][C:2]([C:17]1[CH:22]=[CH:21][CH:20]=[CH:19][CH:18]=1)([CH3:16])[CH2:3][CH2:4]/[CH:5]=[N:6]/[S@:7]([C:9]1[CH:14]=[CH:13][C:12]([CH3:15])=[CH:11][CH:10]=1)=[O:8].[C-:23]#[N:24].C([Al+]CC)C.C(O)(C)C.[Cl-].[NH4+]>O1CCCC1>[C:23]([C@@H:5]([NH:6][S@:7]([C:9]1[CH:10]=[CH:11][C:12]([CH3:15])=[CH:13][CH:14]=1)=[O:8])[CH2:4][CH2:3][C:2]([CH3:1])([C:17]1[CH:22]=[CH:21][CH:20]=[CH:19][CH:18]=1)[CH3:16])#[N:24] |f:1.2,4.5|. Procedure: (S)-4-methyl-benzenesulfinic acid [4-methyl-4-phenyl-pent-(E)-ylidene]-amide (1.29 g) was dissolved in tetrahydrofuran (35 ml) and cooled to −78° C. In a second flask diethylaluminium cyanide solution (1N in toluene, 9.5 ml) was diluted with tetrahydrofuran (35 ml). After cooling down to −78° C. isopropanol (0.31 ml) was added and the mixture was stirred additional 30 min at room temperature. This mixture was added slowly to the imine solution in the first flask at −78° C. and stirred overnight ... Starting materials: COC(=O)c1ccc(C(=O)N2CCCCc3ccccc32)cc1OC, CO, Cl, [Na+], [OH-]. Product: COc1cc(C(=O)N2CCCCc3ccccc32)ccc1C(=O)O. RXN SMILES: [CH3:1][O:2][c:3]1[c:4]([C:5](=[O:6])[O:7][CH3:8])[cH:9][cH:10][c:11]([C:13](=[O:14])[N:15]2[CH2:16][CH2:17][CH2:18][CH2:19][c:20]3[c:21]2[cH:22][cH:23][cH:24][cH:25]3)[cH:12]1.[CH3:27][OH:28].[ClH:26].[Na+:30].[OH-:29]>>[CH3:1][O:2][c:3]1[c:4]([C:5](=[O:6])[OH:7])[cH:9][cH:10][c:11]([C:13](=[O:14])[N:15]2[CH2:16][CH2:17][CH2:18][CH2:19][c:20]3[c:21]2[cH:22][cH:23][cH:24][cH:25]3)[cH:12]1.